Dataset: the Open Reaction Database (ORD), a public repository of structured organic reaction records. Task: describe an organic reaction: reactants, conditions, products, and yield Reactants: FC(C(=O)NC1=C(C=C2C(C(NC2=C1)=O)(C)C)[N+](=O)[O-])(F)F (6-trifluoroacetamido-5-nitro-3,3-dimethylindolin-2-one). The reagents and catalysts are [Pd] (palladium on charcoal). Solvent: C(C)O (ethanol). Yields the product CC1(C(NC2=CC3=C(N=C(N3)C(F)(F)F)C=C21)=O)C (7,7-Dimethyl-2-trifluoromethyl-6,7-dihydro-3H,5H-pyrrolo[2,3-f]benzimidazol-6-one). Reaction SMILES: [F:1][C:2]([F:22])([F:21])[C:3]([NH:5][C:6]1[CH:14]=[C:13]2[C:9]([C:10]([CH3:17])([CH3:16])[C:11](=[O:15])[NH:12]2)=[CH:8][C:7]=1[N+:18]([O-])=O)=O>[Pd].C(O)C>[CH3:16][C:10]1([CH3:17])[C:9]2[C:13](=[CH:14][C:6]3[NH:5][C:3]([C:2]([F:22])([F:21])[F:1])=[N:18][C:7]=3[CH:8]=2)[NH:12][C:11]1=[O:15]. Procedure details: Analogously to Example 5, 4.50 g. (0.014 mole) 6-trifluoroacetamido-5-nitro-3,3-dimethylindolin-2-one in 500 ml. ethanol are hydrogenated in the presence of 0.5 g. 10% palladium on charcoal at normal pressure and at ambient temperature. After filtration, the filtrate is evaporated to dryness in a vacuum and the residue is dissolved in dichloromethane/ethyl acetate and treated with active charcoal. After filtration, the filtrate is evaporated to dryness in a vacuum and the residue is recrystallis... Reactants: ClC1=C(C=CC=C1N1CCCC1)C=1OC2=C(C(=CC(=C2C(C1)=O)O)O)[C@H]1[C@@H](N(CC1)C)CO ((+)-trans-2-(2-Chloro-3-pyrrolidin-1-yl-phenyl)-5,7-dihydroxy-8-(2-hydroxymethyl-1-methyl-pyrrolidin-3-yl)-chromen-4-one), Cl (HCl). Solvent: CO (methanol). Yields the product Cl.ClC1=C(C=CC=C1N1CCCC1)C=1OC2=C(C(=CC(=C2C(C1)=O)O)O)[C@H]1[C@@H](N(CC1)C)CO ((+)-trans-2-(2-Chloro-3-pyrrolidin-1-yl-phenyl)-5,7-dihydroxy-8-(2-hydroxymethyl-1-methyl-pyrrolidin-3-yl)-chromen-4-one hydrochloride). Reaction SMILES: [Cl:1][C:2]1[C:7]([N:8]2[CH2:12][CH2:11][CH2:10][CH2:9]2)=[CH:6][CH:5]=[CH:4][C:3]=1[C:13]1[O:14][C:15]2[C:20]([C:21](=[O:23])[CH:22]=1)=[C:19]([OH:24])[CH:18]=[C:17]([OH:25])[C:16]=2[C@@H:26]1[CH2:30][CH2:29][N:28]([CH3:31])[C@H:27]1[CH2:32][OH:33].Cl>CO>[ClH:1].[Cl:1][C:2]1[C:7]([N:8]2[CH2:9][CH2:10][CH2:11][CH2:12]2)=[CH:6][CH:5]=[CH:4][C:3]=1[C:13]1[O:14][C:15]2[C:20]([C:21](=[O:23])[CH:22]=1)=[C:19]([OH:24])[CH:18]=[C:17]([OH:25])[C:16]=2[C@@H:26]1[CH2:30][CH2:29][N:28]([CH3:31])[C@H:27]1[CH2:32][OH:33] |f:3.4|. Procedure details: The compound of example 49 (0.075 g, 0.159 mmol) was suspended in methanol (1 mL) and treated with ethereal HCl and the organic solvent was evaporated to afford the title compound, the hydrochloride salt. The reactants are N1C=C(C=2C1=NC=CC2)C=C(C(=O)O)C2=CC=CC=C2 (3-(1H-pyrrolo[2,3-b]pyridin-3-yl)-2-phenyl-2-propenoic acid), N1(N=NC2=C1C=CC=C2)OC(=[N+](C)C)N(C)C (O-(benzotriazol-1-yl)-N,N,N′,N′-tetramethyluronium), ON1N=NC2=C1C=CC=C2 (N-hydroxybenzotriazole), C(C)(C)N(C(C)C)CC (N,N-diisopropylethylamine), C(CCC)N (n-butylamine). Conditions: time 30 minute. Product: C(CCC)NC(C(=CC1=CNC2=NC=CC=C21)C2=CC=CC=C2)=O (N-butyl-3-(1H-pyrrolo[2,3-b]pyridin-3-yl)-2-phenyl-2-propenamide). The yield is 40.5%. RXN SMILES: [NH:1]1[C:5]2=[N:6][CH:7]=[CH:8][CH:9]=[C:4]2[C:3]([CH:10]=[C:11]([C:15]2[CH:20]=[CH:19][CH:18]=[CH:17][CH:16]=2)[C:12]([OH:14])=O)=[CH:2]1.[N:21]1(OC(N(C)C)=[N+](C)C)[C:25]2C=C[CH:28]=[CH:29][C:24]=2N=N1.ON1C2C=CC=CC=2N=N1.C(N(CC)C(C)C)(C)C.C(N)CCC>>[CH2:25]([NH:21][C:12](=[O:14])[C:11]([C:15]1[CH:20]=[CH:19][CH:18]=[CH:17][CH:16]=1)=[CH:10][C:3]1[C:4]2[C:5](=[N:6][CH:7]=[CH:8][CH:9]=2)[NH:1][CH:2]=1)[CH2:24][CH2:29][CH3:28]. Reported procedure: To a solution of 3-(1H-pyrrolo[2,3-b]pyridin-3-yl)-2-phenyl-2-propenoic acid (100 mg, 0.3784 mmol.) in 2 ml of DMFd were added O-(benzotriazol-1-yl)-N,N,N′,N′-tetramethyluronium tetrafluoborate (121.5 mg, 0.3784 mmol.), N-hydroxybenzotriazole (51.1 mg, 0.3784 mmol) and N,N-diisopropylethylamine (129.2 μl, 0.7568 mmol). After stirring at room temperature for 30 min., 34.5 μl (0.3784 mmol.) of n-butylamine were added and the obtained solution was stirred at room temperature, for 24 hours. The resu... Yields the product COC(=O)C#CC(CF)(CF)Oc1ccc(C(F)(F)F)cc1. As a reaction SMILES: [CH2:25]([Li:26])[CH2:27][CH2:28][CH3:29].[CH3:19][CH2:20][CH2:21][CH2:22][CH2:23][CH3:24].[CH3:35][CH2:36][O:37][CH2:38][CH3:39].[Cl:30][C:31](=[O:32])[O:33][CH3:34].[F:1][C:2]([c:3]1[cH:4][cH:5][c:6]([O:9][C:10]([CH2:11][F:12])([C:13]#[CH:14])[CH2:15][F:16])[cH:7][cH:8]1)([F:17])[F:18]>>[F:1][C:2]([c:3]1[cH:4][cH:5][c:6]([O:9][C:10]([CH2:11][F:12])([C:13]#[C:14][C:31](=[O:32])[O:33][CH3:34])[CH2:15][F:16])[cH:7][cH:8]1)([F:17])[F:18]. Starting materials: [Li]CCCC, CCCCCC, CCOCC, COC(=O)Cl, C#CC(CF)(CF)Oc1ccc(C(F)(F)F)cc1. The reactants are C(=O)C=1C=C(C=CC1)CC(=O)OC (Methyl 2-(3-formylphenyl)acetate), NCCCN1C(=NC=2C(=NC=3C=CC=CC3C21)N)COCC (1-(3-Aminopropyl)-2-(ethoxymethyl)-1H-imidazo[4,5-c]quinolin-4-amine), C(C)(=O)O[BH-](OC(C)=O)OC(C)=O.[Na+] (Sodium triacetoxyborohydride). The solvent is C1CCOC1 (THF). Run at time 6 hour. Yields the product NC1=NC=2C=CC=CC2C2=C1N=C(N2CCCNCC=2C=C(C=CC2)CC(=O)OC)COCC (Methyl 2-(3-((3-(4-amino-2-(ethoxymethyl)-1H-imidazo[4,5-c]quinolin-1-yl)propylamino)methyl)phenyl)acetate). Isolated yield 4.9%. As a reaction SMILES: [CH:1]([C:3]1[CH:4]=[C:5]([CH2:9][C:10]([O:12][CH3:13])=[O:11])[CH:6]=[CH:7][CH:8]=1)=O.[NH2:14][CH2:15][CH2:16][CH2:17][N:18]1[C:30]2[C:29]3[CH:28]=[CH:27][CH:26]=[CH:25][C:24]=3[N:23]=[C:22]([NH2:31])[C:21]=2[N:20]=[C:19]1[CH2:32][O:33][CH2:34][CH3:35].C(O[BH-](OC(=O)C)OC(=O)C)(=O)C.[Na+]>C1COCC1>[NH2:31][C:22]1[C:21]2[N:20]=[C:19]([CH2:32][O:33][CH2:34][CH3:35])[N:18]([CH2:17][CH2:16][CH2:15][NH:14][CH2:1][C:3]3[CH:4]=[C:5]([CH2:9][C:10]([O:12][CH3:13])=[O:11])[CH:6]=[CH:7][CH:8]=3)[C:30]=2[C:29]2[CH:28]=[CH:27][CH:26]=[CH:25][C:24]=2[N:23]=1 |f:2.3|. Procedure details: Methyl 2-(3-formylphenyl)acetate (199 mg) was added to the product of step (iv) (334 mg) in THF (20 mL) at 25° C. under nitrogen. The resulting solution was stirred at rt for 6 h. Sodium triacetoxyborohydride (1183 mg) was added to the reaction mixture at rt under nitrogen and the mixture was stirred at rt for 15 h. The reaction mixture was quenched with water and dissolved in MeOH. The product was purified via RPHPLC, which afforded 25 mg of the desired product as a white solid. The reactants are ClC=1N=CC2=C(N(CC(C(N2CC)=O)(F)F)C2CCCC2)N1 (2-chloro-9-cyclopentyl-5-ethyl-7,7-difluoro-5,7,8,9-tetrahydro-pyrimido[4,5-b][1,4]diazepin-6-one), NC1=CC=C(C(=O)NC2CCOCC2)C=C1 (4-amino-N-(tetrahydro-pyran-4-yl)-benzamide), O.C1(=CC=C(C=C1)S(=O)(=O)O)C (p-toluenesulfonic acid monohydrate). The solvent is CC(C)O (2-propanol). Product: C1(CCCC1)N1C2=C(N(C(C(C1)(F)F)=O)CC)C=NC(=N2)NC2=CC=C(C(=O)NC1CCOCC1)C=C2 (4-(9-cyclopentyl-5-ethyl-7,7-difluoro-6-oxo-6,7,8,9-tetrahydro-5H-pyrimido[4,5-b][1,4]diazepin-2-ylamino)-N-(tetrahydro-pyran-4-yl)-benzamide). Isolated yield 46.6%. RXN SMILES: Cl[C:2]1[N:3]=[CH:4][C:5]2[N:11]([CH2:12][CH3:13])[C:10](=[O:14])[C:9]([F:16])([F:15])[CH2:8][N:7]([CH:17]3[CH2:21][CH2:20][CH2:19][CH2:18]3)[C:6]=2[N:22]=1.[NH2:23][C:24]1[CH:38]=[CH:37][C:27]([C:28]([NH:30][CH:31]2[CH2:36][CH2:35][O:34][CH2:33][CH2:32]2)=[O:29])=[CH:26][CH:25]=1.O.C1(C)C=CC(S(O)(=O)=O)=CC=1>CC(O)C>[CH:17]1([N:7]2[CH2:8][C:9]([F:16])([F:15])[C:10](=[O:14])[N:11]([CH2:12][CH3:13])[C:5]3[CH:4]=[N:3][C:2]([NH:23][C:24]4[CH:25]=[CH:26][C:27]([C:28]([NH:30][CH:31]5[CH2:36][CH2:35][O:34][CH2:33][CH2:32]5)=[O:29])=[CH:37][CH:38]=4)=[N:22][C:6]2=3)[CH2:21][CH2:20][CH2:19][CH2:18]1 |f:2.3|. Procedure: A mixture of 0.05 g (0.15 mmole) of 2-chloro-9-cyclopentyl-5-ethyl-7,7-difluoro-5,7,8,9-tetrahydro-pyrimido[4,5-b][1,4]diazepin-6-one (VII-138), 0.04 g (0.18 mmole) of 4-amino-N-(tetrahydro-pyran-4-yl)-benzamide, 0.04 g (0.23 mmole) of p-toluenesulfonic acid monohydrate and 4.0 mL of 2-propanol was heated at 160 degrees for 2 hours in a microwave reactor. The cooled mixture was concentrated under reduced pressure. The residue was diluted with dichloromethane and washed twice with saturated aqueo... Reactants: C[Al](C)C, COC(=O)c1cnc(N2CCN(C)C(=O)C2)nc1, Cc1ccccc1, CO, COc1cc(CCc2cc(N)[nH]n2)cc(OC)c1, Cl. Product: COc1cc(CCc2cc(NC(=O)c3cnc(N4CCN(C)C(=O)C4)nc3)[nH]n2)cc(OC)c1. RXN SMILES: [CH3:1][Al:2]([CH3:3])[CH3:4].[CH3:23][N:24]1[C:25](=[O:40])[CH2:26][N:27]([c:30]2[n:31][cH:32][c:33]([C:36](=[O:37])[O:38][CH3:39])[cH:34][n:35]2)[CH2:28][CH2:29]1.[CH3:42][c:43]1[cH:44][cH:45][cH:46][cH:47][cH:48]1.[CH3:49][OH:50].[CH3:5][O:6][c:7]1[cH:8][c:9]([CH2:15][CH2:16][c:17]2[cH:18][c:19]([NH2:22])[nH:20][n:21]2)[cH:10][c:11]([O:13][CH3:14])[cH:12]1.[ClH:41]>>[CH3:5][O:6][c:7]1[cH:8][c:9]([CH2:15][CH2:16][c:17]2[cH:18][c:19]([NH:22][C:36]([c:33]3[cH:32][n:31][c:30]([N:27]4[CH2:26][C:25](=[O:40])[N:24]([CH3:23])[CH2:29][CH2:28]4)[n:35][cH:34]3)=[O:37])[nH:20][n:21]2)[cH:10][c:11]([O:13][CH3:14])[cH:12]1. The reactants are C(C)OC(=O)C=1C(=C2C(=C(N1)C#N)N(C(=C2Cl)Cl)CC2=CC=CC=C2)O (1-benzyl-2,3-dichloro-7-cyano-4-hydroxy-1H-pyrrolo[2,3-c]pyridine-5-carboxylic acid ethyl ester), NCC(=O)O (glycine), C[O-].[Na+].CO (NaOMe HOMe). The product is C(C1=CC=CC=C1)N1C(=C(C=2C1=C(N=C(C2O)C(=O)NCC(=O)O)C#N)Cl)Cl ([(1-Benzyl-2,3-dichloro-7-cyano-4-hydroxy-1H-pyrrolo[2,3-c]pyridine-5-carbonyl)-amino]-acetic acid). RXN SMILES: C(O[C:4]([C:6]1[C:7]([OH:26])=[C:8]2[C:16]([Cl:17])=[C:15]([Cl:18])[N:14]([CH2:19][C:20]3[CH:25]=[CH:24][CH:23]=[CH:22][CH:21]=3)[C:9]2=[C:10]([C:12]#[N:13])[N:11]=1)=[O:5])C.[NH2:27][CH2:28][C:29]([OH:31])=[O:30].C[O-].[Na+].CO>>[CH2:19]([N:14]1[C:9]2=[C:10]([C:12]#[N:13])[N:11]=[C:6]([C:4]([NH:27][CH2:28][C:29]([OH:31])=[O:30])=[O:5])[C:7]([OH:26])=[C:8]2[C:16]([Cl:17])=[C:15]1[Cl:18])[C:20]1[CH:21]=[CH:22][CH:23]=[CH:24][CH:25]=1 |f:2.3.4|. Reported procedure: Prepared in analogy to that of Example 1(e) from 1-benzyl-2,3-dichloro-7-cyano-4-hydroxy-1H-pyrrolo[2,3-c]pyridine-5-carboxylic acid ethyl ester, glycine and NaOMe/HOMe. The title compound, ESI MS (m/z): 419 (M+H)+. The reactants are O=C1CCC(=O)N1Br, ClCCl, CCOC(C)=O, CS(=O)(=O)c1ccc(C(CC2CCCC2)C(=O)O)cc1, Cl, Cc1cnc(N)s1, O, c1ccc(P(c2ccccc2)c2ccccc2)cc1. Product: Cc1cnc(NC(=O)C(CC2CCCC2)c2ccc(S(C)(=O)=O)cc2)s1. As a reaction SMILES: [Br:20][N:21]1[C:22](=[O:23])[CH2:24][CH2:25][C:26]1=[O:27].[CH2:56]([Cl:57])[Cl:58].[CH3:60][CH2:61][O:62][C:63](=[O:64])[CH3:65].[CH:28]1([CH2:33][CH:34]([C:35](=[O:36])[OH:37])[c:38]2[cH:39][cH:40][c:41]([S:44](=[O:45])(=[O:46])[CH3:47])[cH:42][cH:43]2)[CH2:29][CH2:30][CH2:31][CH2:32]1.[ClH:55].[NH2:48][c:49]1[s:50][c:51]([CH3:54])[cH:52][n:53]1.[OH2:59].[c:1]1([P:2]([c:3]2[cH:4][cH:5][cH:6][cH:7][cH:8]2)[c:9]2[cH:10][cH:11][cH:12][cH:13][cH:14]2)[cH:15][cH:16][cH:17][cH:18][cH:19]1>>[CH:28]1([CH2:33][CH:34]([C:35](=[O:37])[NH:48][c:49]2[s:50][c:51]([CH3:54])[cH:52][n:53]2)[c:38]2[cH:39][cH:40][c:41]([S:44](=[O:45])(=[O:46])[CH3:47])[cH:42][cH:43]2)[CH2:29][CH2:30][CH2:31][CH2:32]1.